The task is: describe an organic reaction: reactants, conditions, products, and yield. This data is from the Open Reaction Database (ORD), a public repository of structured organic reaction records. Starting materials: FC=1C=C(C=CC1F)C=1C=C(C(=O)OC)C=CN1 (Methyl 2-(3,4-difluorophenyl)isonicotinate), Cl (hydrogen chloride). Reagents/catalysts: [Pt](=O)=O (platinum(IV) oxide). Run at time 30 minute. Yields the product Cl.FC=1C=C(C=CC1F)C1NCCC(C1)C(=O)OC (methyl 2-(3,4-difluorophenyl)piperidine-4-carboxylate hydrochloride). Isolated yield 89.5%. As a reaction SMILES: [F:1][C:2]1[CH:3]=[C:4]([C:9]2[CH:10]=[C:11]([CH:16]=[CH:17][N:18]=2)[C:12]([O:14][CH3:15])=[O:13])[CH:5]=[CH:6][C:7]=1[F:8].[ClH:19]>[Pt](=O)=O>[ClH:19].[F:1][C:2]1[CH:3]=[C:4]([CH:9]2[CH2:10][CH:11]([C:12]([O:14][CH3:15])=[O:13])[CH2:16][CH2:17][NH:18]2)[CH:5]=[CH:6][C:7]=1[F:8] |f:3.4|. Procedure: Methyl 2-(3,4-difluorophenyl)isonicotinate (5.821 g, 23.36 mmol) was dissolved in hydrogen chloride (1.25 M in MeOH) (37.4 mL, 46.72 mmol) and stirred at room temperature for 30 min. The solvent was evaporated in vacuo. The remaining HCl salt was redissolved in MeOH (20 mL), platinum(IV) oxide (0.159 g, 0.70 mmol) was added and the reaction mixture hydrogenated in a Büchi hydrogenator at 5 bar and room temperature for 6 h. The catalyst was filtered off, washed with MeOH and the filtrate evaporat... Reactants: ClCCl, CN(C)C=O, CS(=O)(=O)c1ccc(C(CC2CCOCC2)C(=O)O)cc1Cl, O=C(Cl)C(=O)Cl, Nc1cnc(Br)cn1, C1CCOC1, O, c1ccncc1. Yields the product CS(=O)(=O)c1ccc(C(CC2CCOCC2)C(=O)Nc2cnc(Br)cn2)cc1Cl. RXN SMILES: [CH2:43]([Cl:44])[Cl:45].[CH3:46][N:47]([CH3:48])[CH:49]=[O:50].[Cl:1][c:2]1[cH:3][c:4]([CH:12]([C:13](=[O:14])[OH:15])[CH2:16][CH:17]2[CH2:18][CH2:19][O:20][CH2:21][CH2:22]2)[cH:5][cH:6][c:7]1[S:8](=[O:9])(=[O:10])[CH3:11].[Cl:23][C:24]([C:25]([Cl:26])=[O:27])=[O:28].[NH2:29][c:30]1[n:31][cH:32][c:33]([Br:36])[n:34][cH:35]1.[O:51]1[CH2:52][CH2:53][CH2:54][CH2:55]1.[OH2:56].[cH:37]1[cH:38][cH:39][n:40][cH:41][cH:42]1>>[Cl:1][c:2]1[cH:3][c:4]([CH:12]([C:13](=[O:14])[NH:29][c:30]2[n:31][cH:32][c:33]([Br:36])[n:34][cH:35]2)[CH2:16][CH:17]2[CH2:18][CH2:19][O:20][CH2:21][CH2:22]2)[cH:5][cH:6][c:7]1[S:8](=[O:9])(=[O:10])[CH3:11]. The reactants are [Br-], [Br-], O=C1CC2CCc3cc(C(=O)O)ccc3C2(Cc2ccccc2)CC1=Cc1ccccc1, [Mg+]Cc1ccccc1, CO, Cl[Ce](Cl)Cl, C1CCOC1, O, [Mg+]c1ccccc1. Yields the product O=C(O)c1ccc2c(c1)CCC1CC(O)(c3ccccc3)C(=Cc3ccccc3)CC21Cc1ccccc1. RXN SMILES: [Br-:45].[Br-:5].[CH2:13]([c:14]1[cH:15][cH:16][cH:17][cH:18][cH:19]1)[C:20]12[c:21]3[cH:22][cH:23][c:24]([C:42](=[O:43])[OH:44])[cH:25][c:26]3[CH2:27][CH2:28][CH:29]1[CH2:30][C:31](=[O:41])[C:32](=[CH:34][c:35]1[cH:36][cH:37][cH:38][cH:39][cH:40]1)[CH2:33]2.[CH2:46]([Mg+:47])[c:48]1[cH:49][cH:50][cH:51][cH:52][cH:53]1.[CH3:60][OH:61].[Cl:1][Ce:2]([Cl:3])[Cl:4].[O:54]1[CH2:55][CH2:56][CH2:57][CH2:58]1.[OH2:59].[c:6]1([Mg+:12])[cH:7][cH:8][cH:9][cH:10][cH:11]1>>[c:6]1([C:31]2([OH:41])[CH2:30][CH:29]3[C:20]([CH2:13][c:14]4[cH:15][cH:16][cH:17][cH:18][cH:19]4)([c:21]4[cH:22][cH:23][c:24]([C:42](=[O:43])[OH:44])[cH:25][c:26]4[CH2:27][CH2:28]3)[CH2:33][C:32]2=[CH:34][c:35]2[cH:36][cH:37][cH:38][cH:39][cH:40]2)[cH:7][cH:8][cH:9][cH:10][cH:11]1. Run at time 8 hour. Reported procedure: To a stirred mixture containing 6.57 g of 5-(3-aminophenyl)-1,6-naphthyridin-2(1H)-one dihydrochloride monohydrate and 63 ml of pyridine was added dropwise over a period of 5 minutes 4.8 ml of acetic anhydride. The resulting mixture was stirred at room temperature overnight. The reaction mixture was concentrated on a rotary evaporator to dryness. The residue was slurried with water; and, the solid was collected, washed with water and dried in a vacuum oven at 90° C. to yield 5.4 g of 5-(3-acetyl... Yields the product O.C(C)(=O)NC=1C=C(C=CC1)C1=C2C=CC(NC2=CC=N1)=O (5-(3-acetylaminophenyl)-1,6-naphthyridin-2(1H)-one monohydrate). Reaction SMILES: O.Cl.Cl.[NH2:4][C:5]1[CH:6]=[C:7]([C:11]2[N:20]=[CH:19][CH:18]=[C:17]3[C:12]=2[CH:13]=[CH:14][C:15](=[O:21])[NH:16]3)[CH:8]=[CH:9][CH:10]=1.[C:22](OC(=O)C)(=[O:24])[CH3:23]>N1C=CC=CC=1>[OH2:21].[C:22]([NH:4][C:5]1[CH:6]=[C:7]([C:11]2[N:20]=[CH:19][CH:18]=[C:17]3[C:12]=2[CH:13]=[CH:14][C:15](=[O:21])[NH:16]3)[CH:8]=[CH:9][CH:10]=1)(=[O:24])[CH3:23] |f:0.1.2.3,6.7|. Solvent: N1=CC=CC=C1 (pyridine). Reactants: O.Cl.Cl.NC=1C=C(C=CC1)C1=C2C=CC(NC2=CC=N1)=O (5-(3-aminophenyl)-1,6-naphthyridin-2(1H)-one dihydrochloride monohydrate), C(C)(=O)OC(C)=O (acetic anhydride). Starting materials: CNC=1C=2N=CN([C@H]3[C@H](O)[C@H](O)[C@@H](CO)O3)C2N=CN1 (N6 -methyladenosine), ClC1=CC(=CC=C1)C(=O)OO (m-chloroperbenzoic acid), O (Water). The solvent is C(C)(=O)O (acetic acid). The product is CNC1=C2N=CN([C@H]3[C@H](O)[C@H](O)[C@@H](CO)O3)C2=NC=[N+]1[O-] (N6 -Methyladenosine N1 -oxide). Isolated yield 45.0%. RXN SMILES: [CH3:1][NH:2][C:3]1[C:4]2[N:5]=[CH:6][N:7]([C:17]=2[N:18]=[CH:19][N:20]=1)[C@@H:8]1[O:16][C@H:13]([CH2:14][OH:15])[C@@H:11]([OH:12])[C@H:9]1[OH:10].ClC1C=CC=C(C(OO)=[O:29])C=1.O>C(O)(=O)C>[CH3:1][NH:2][C:3]1[N+:20]([O-:29])=[CH:19][N:18]=[C:17]2[C:4]=1[N:5]=[CH:6][N:7]2[C@@H:8]1[O:16][C@H:13]([CH2:14][OH:15])[C@@H:11]([OH:12])[C@H:9]1[OH:10]. Procedure details: A solution of N6 -methyladenosine (2 g, 6.7 mmol) and m-chloroperbenzoic acid (2.3 g, 13.4 mmol) in acetic acid (20 ml) was stirred at room temperature for two days. Water (20 ml) was added to the reaction mixture, and a resulting thick precipitate was removed by filtration and discarded. The filtrate was co-evaporated repeatedly with water under high vacuum, and the foamy residue was chromatographed on a silica gel column (CHCl3 : MeOH 2:1). The product was obtained as a white solid (mp 145° C.... The reactants are FC1=C(C=C(C=C1)I)[N+](=O)[O-] (4-Fluoro-1-iodo-3-nitrobenzene), C1(=CC=CC=C1)B(O)O (phenylboronic acid). Yields the product FC1=C(C=C(C=C1)C1=CC=CC=C1)[N+](=O)[O-] (4-Fluoro-3-nitrobiphenyl). RXN SMILES: [F:1][C:2]1[CH:7]=[CH:6][C:5](I)=[CH:4][C:3]=1[N+:9]([O-:11])=[O:10].[C:12]1(B(O)O)[CH:17]=[CH:16][CH:15]=[CH:14][CH:13]=1>>[F:1][C:2]1[CH:7]=[CH:6][C:5]([C:12]2[CH:17]=[CH:16][CH:15]=[CH:14][CH:13]=2)=[CH:4][C:3]=1[N+:9]([O-:11])=[O:10]. Procedure details: 4-Fluoro-3-nitrobiphenyl (1e) was prepared analogously from 1g and phenylboronic acid. Starting materials: IC (iodomethane), FC=1C=C(C2=C(C(C=C(O2)C2=CC(=C(C=C2)N(C)C)F)=O)C1NCCCCCCO)F (6,8-Difluoro-2-[4-(N,N-dimethylamino)-3-fluorophenyl]-5-(6-hydroxyhexylamino)-4H-1-benzopyran-4-one), [H-].[Na+] (sodium hydride), IC (iodomethane), IC (iodomethane). Solvent: O1CCCC1 (tetrahydrofuran). Reaction conditions: time 1 hour. Product: FC=1C=C(C2=C(C(C=C(O2)C2=CC(=C(C=C2)N(C)C)F)=O)C1NCCCCCCOC)F (6,8-Difluoro-2-[4-(N,N-dimethylamino)-3-fluorophenyl]-5-(6-methoxyhexylamino)-4H-1-benzopyran-4-one). The yield is 58.0%. RXN SMILES: [F:1][C:2]1[CH:3]=[C:4]([F:31])[C:5]2[O:10][C:9]([C:11]3[CH:16]=[CH:15][C:14]([N:17]([CH3:19])[CH3:18])=[C:13]([F:20])[CH:12]=3)=[CH:8][C:7](=[O:21])[C:6]=2[C:22]=1[NH:23][CH2:24][CH2:25][CH2:26][CH2:27][CH2:28][CH2:29][OH:30].[H-].[Na+].I[CH3:35]>O1CCCC1>[F:1][C:2]1[CH:3]=[C:4]([F:31])[C:5]2[O:10][C:9]([C:11]3[CH:16]=[CH:15][C:14]([N:17]([CH3:18])[CH3:19])=[C:13]([F:20])[CH:12]=3)=[CH:8][C:7](=[O:21])[C:6]=2[C:22]=1[NH:23][CH2:24][CH2:25][CH2:26][CH2:27][CH2:28][CH2:29][O:30][CH3:35] |f:1.2|. Reported procedure: 500 mg (1.15 mmol) of Compound 60 obtained in Example 60 was dissolved in 20 ml of tetrahydrofuran under argon atmosphere, 92 mg of sodium hydride (60% oil dispersion) and 0.14 ml of iodomethane were added under ice-cooling and the mixture was stirred at room temperature for 1 hour. Thereafter, 0.22 ml of iodomethane was added and the mixture was heated at reflux for 3.5 hours. Additional 0.36 ml of iodomethane was added and the mixture was heated at reflux for 1 hour. The solvent was distilled ... The reactants are C(C)(C)(C)OC(=O)N[C@@H](CCC(N)=O)C(=O)O (N-tert-butoxycarbonyl-L-glutamine), C(C1=CC=CC=C1)N1CCNCC1 (1-benzylpiperazine). The product is C(C)(C)(C)OC(=O)N[C@@H](CCC(N)=O)C(=O)N1CCN(CC1)CC1=CC=CC=C1 (1-(N-tert-butoxycarbonyl-L-glutaminyl)-4-benzylpiperazine). Yield: 85.6%. Reaction SMILES: [C:1]([O:5][C:6]([NH:8][C@H:9]([C:15]([OH:17])=O)[CH2:10][CH2:11][C:12](=[O:14])[NH2:13])=[O:7])([CH3:4])([CH3:3])[CH3:2].[CH2:18]([N:25]1[CH2:30][CH2:29][NH:28][CH2:27][CH2:26]1)[C:19]1[CH:24]=[CH:23][CH:22]=[CH:21][CH:20]=1>>[C:1]([O:5][C:6]([NH:8][C@H:9]([C:15]([N:28]1[CH2:29][CH2:30][N:25]([CH2:18][C:19]2[CH:20]=[CH:21][CH:22]=[CH:23][CH:24]=2)[CH2:26][CH2:27]1)=[O:17])[CH2:10][CH2:11][C:12](=[O:14])[NH2:13])=[O:7])([CH3:2])([CH3:3])[CH3:4]. Reported procedure: In the same manner as in Reference Example 2, N-tert-butoxycarbonyl-L-glutamine (8.0 g) and 1-benzylpiperazine (5.7 g) were condensed to obtain a colorless crystal 1-(N-tert-butoxycarbonyl-L-glutaminyl)-4-benzylpiperazine (11.2 g). Starting materials: Cc1nc(Oc2ccccc2)c2nc(C)n(CCCCNC(=O)OC(C)(C)C)c2c1C, ClCCl, O=C(O)C(F)(F)F. Yields the product Cc1nc(Oc2ccccc2)c2nc(C)n(CCCCN)c2c1C. RXN SMILES: [CH3:1][c:2]1[n:3]([CH2:20][CH2:21][CH2:22][CH2:23][NH:24][C:25](=[O:26])[O:27][C:28]([CH3:29])([CH3:30])[CH3:31])[c:4]2[c:5]([c:6]([O:12][c:13]3[cH:14][cH:15][cH:16][cH:17][cH:18]3)[n:7][c:8]([CH3:11])[c:9]2[CH3:10])[n:19]1.[Cl:39][CH2:40][Cl:41].[OH:32][C:33]([C:34]([F:35])([F:36])[F:37])=[O:38]>>[CH3:1][c:2]1[n:3]([CH2:20][CH2:21][CH2:22][CH2:23][NH2:24])[c:4]2[c:5]([c:6]([O:12][c:13]3[cH:14][cH:15][cH:16][cH:17][cH:18]3)[n:7][c:8]([CH3:11])[c:9]2[CH3:10])[n:19]1.